This data is from the Open Reaction Database (ORD), a public repository of structured organic reaction records. The task is: describe an organic reaction: reactants, conditions, products, and yield The reactants are CC(CCC(=O)O)C1CCC2C3CCC4CC(O)CCC4(C)C3CC(O)C12C, O=CO. Reaction SMILES: [CH:1]12[CH2:2][CH2:3][CH:4]3[CH:5]4[CH2:6][CH2:7][CH:8]([CH:9]([CH3:10])[CH2:11][CH2:12][C:13]([OH:14])=[O:15])[C:16]4([CH3:17])[CH:18]([OH:19])[CH2:20][CH:21]3[C:22]1([CH3:23])[CH2:24][CH2:25][CH:26]([OH:27])[CH2:28]2.[CH:29]([OH:30])=[O:31]>>[CH:1]12[CH2:2][CH2:3][CH:4]3[CH:5]4[CH2:6][CH2:7][CH:8]([CH:9]([CH3:10])[CH2:11][CH2:12][C:13](=[O:14])[OH:15])[C:16]4([CH3:17])[CH:18]([OH:19])[CH2:20][CH:21]3[C:22]1([CH3:23])[CH2:24][CH2:25][CH:26]([OH:27])[CH2:28]2. The product is CC(CCC(=O)O)C1CCC2C3CCC4CC(O)CCC4(C)C3CC(O)C12C. Starting materials: FC(C(=O)O)(F)F (trifluoroacetic acid), ClC1=C(C=CC=C1)N1C=2N(C3=NC(=NC=C3C1=O)S(=O)C)C=CN2 (4-(2-Chloro-phenyl)-8-methanesulfinyl-4H-3,4,7,9,9b-pentaaza-cyclopenta[a]naphthalen-5-one), NC1=CC=C(C=C1)C1CN(CC1)C(=O)OC(C)(C)C (tert-butyl 3-(4-aminophenyl)pyrrolidine-1-carboxylate). The solvent is C(C)(=O)OCC (ethyl acetate). Reaction conditions: temperature 35 celsius, time 5 hour. Product: ClC1=C(C=CC=C1)N1C=2N(C3=C(C1=O)C=NC(=N3)NC3=CC=C(C=C3)C3CNCC3)C=CN2 (6-(2-chlorophenyl)-2-{[4-(pyrrolidin-3-yl)phenyl]amino}imidazo[1,2-a]pyrimido[5,4-e]pyrimidin-5(6H)-one), FC(C(=O)O)(F)F (trifluoroacetic acid). Reaction SMILES: [Cl:1][C:2]1[CH:7]=[CH:6][CH:5]=[CH:4][C:3]=1[N:8]1[C:17](=[O:18])[C:16]2[C:11](=[N:12][C:13](S(C)=O)=[N:14][CH:15]=2)[N:10]2[CH:22]=[CH:23][N:24]=[C:9]12.[NH2:25][C:26]1[CH:31]=[CH:30][C:29]([CH:32]2[CH2:36][CH2:35][N:34](C(OC(C)(C)C)=O)[CH2:33]2)=[CH:28][CH:27]=1.[F:44][C:45]([F:50])([F:49])[C:46]([OH:48])=[O:47]>C(OCC)(=O)C>[Cl:1][C:2]1[CH:7]=[CH:6][CH:5]=[CH:4][C:3]=1[N:8]1[C:17](=[O:18])[C:16]2[CH:15]=[N:14][C:13]([NH:25][C:26]3[CH:27]=[CH:28][C:29]([CH:32]4[CH2:36][CH2:35][NH:34][CH2:33]4)=[CH:30][CH:31]=3)=[N:12][C:11]=2[N:10]2[CH:22]=[CH:23][N:24]=[C:9]12.[F:44][C:45]([F:50])([F:49])[C:46]([OH:48])=[O:47]. Procedure details: A mixture of Example 1E (0.048 g, 0.133 mmol) and tert-butyl 3-(4-aminophenyl)pyrrolidine-1-carboxylate (0.056 g, 0.213 mmol) was heated in a capped vial at 90° C. for 1 hour. The reaction mixture was treated with ethyl acetate and washed with saturated aqueous NaHCO3. The organic layer was dried over MgSO4, filtered, and concentrated. The residue was dissolved in CH2Cl2 (2 mL) and treated with trifluoroacetic acid (0.103 ml, 1.334 mmol). The mixture was stirred at 35° C. for 5 hrs, concentrated... Starting materials: ClCCCl, Cc1ccccc1C(NC(=O)Nc1ccc(Cl)cc1)C(=O)O, Nc1ccc(C(=O)N2CCOC2)cc1, CN(C)C=O. Yields the product Cc1ccccc1C(NC(=O)Nc1ccc(Cl)cc1)C(=O)Nc1ccc(C(=O)N2CCOC2)cc1. RXN SMILES: [CH2:37]([Cl:38])[CH2:39][Cl:40].[CH3:1][c:2]1[c:3]([CH:8]([C:9](=[O:10])[OH:11])[NH:12][C:13](=[O:14])[NH:15][c:16]2[cH:17][cH:18][c:19]([Cl:22])[cH:20][cH:21]2)[cH:4][cH:5][cH:6][cH:7]1.[O:23]1[CH2:24][N:25]([C:28](=[O:29])[c:30]2[cH:31][cH:32][c:33]([NH2:36])[cH:34][cH:35]2)[CH2:26][CH2:27]1.[O:41]=[CH:42][N:43]([CH3:44])[CH3:45]>>[CH3:1][c:2]1[c:3]([CH:8]([C:9](=[O:11])[NH:36][c:33]2[cH:32][cH:31][c:30]([C:28]([N:25]3[CH2:24][O:23][CH2:27][CH2:26]3)=[O:29])[cH:35][cH:34]2)[NH:12][C:13](=[O:14])[NH:15][c:16]2[cH:17][cH:18][c:19]([Cl:22])[cH:20][cH:21]2)[cH:4][cH:5][cH:6][cH:7]1. Starting materials: Cl.ClCCC1OC2=C(C(N(C1)C)=O)C=CC=N2 (2-(2-chloroethyl)-2,3-dihydro-4-methylpyrido[3,2-f][1,4]-oxazepin-5-(4H)-one hydrochloride), S(=O)(=O)(Cl)Cl (Sulfuryl chloride). Run in CN(C=O)C (dimethylformamide). The product is ClC1=CC=2C(N(CC(OC2N=C1)CCCl)C)=O (7-Chloro-2-(2-chloroethyl)-2,3-dihydro-4-methylpyrido[3,2-f][1,4]oxazepin-5(4H)-one). Isolated yield 6.4%. RXN SMILES: Cl.[Cl:2][CH2:3][CH2:4][CH:5]1[CH2:11][N:10]([CH3:12])[C:9](=[O:13])[C:8]2[CH:14]=[CH:15][CH:16]=[N:17][C:7]=2[O:6]1.S(Cl)([Cl:21])(=O)=O>CN(C)C=O>[Cl:21][C:15]1[CH:16]=[N:17][C:7]2[O:6][CH:5]([CH2:4][CH2:3][Cl:2])[CH2:11][N:10]([CH3:12])[C:9](=[O:13])[C:8]=2[CH:14]=1 |f:0.1|. Procedure details: A sample of 2-(2-chloroethyl)-2,3-dihydro-4-methylpyrido[3,2-f][1,4]-oxazepin-5-(4H)-one hydrochloride (10 g, 136 mole) was dissolved in dimethylformamide (150 ml) and heated to reflux. Sulfuryl chloride (20 g, 0.148 mole) was then added dropwise over a period of 40-50 minutes. The reaction was allowed to stir at reflux for 30 minutes following the addition of SO2CL2. After cooling, the contents of the flask were partitioned between water (150 ml) and benzene (150 ml). The benzene layer was save... Starting materials: CS(=O)(=O)Cl, CCN(C(C)C)C(C)C, ClCCl, COC(=O)c1cc(Cl)cc(N)c1Cl. The product is COC(=O)c1cc(Cl)cc(NS(C)(=O)=O)c1Cl. As a reaction SMILES: [CH3:23][S:24]([Cl:25])(=[O:26])=[O:27].[CH:14]([N:15]([CH2:16][CH3:17])[CH:18]([CH3:19])[CH3:20])([CH3:21])[CH3:22].[Cl:28][CH2:29][Cl:30].[NH2:1][c:2]1[c:3]([Cl:13])[c:4]([C:5](=[O:6])[O:7][CH3:8])[cH:9][c:10]([Cl:12])[cH:11]1>>[NH:1]([c:2]1[c:3]([Cl:13])[c:4]([C:5](=[O:6])[O:7][CH3:8])[cH:9][c:10]([Cl:12])[cH:11]1)[S:24]([CH3:23])(=[O:26])=[O:27]. Starting materials: BrC=1C=C2C(=CC1)OC(CC21NC(NC1=O)=S)C1=CC=C(C=C1)Cl (6-bromo-2-(4-chlorophenyl)-2′-thioxospiro[chroman-4,4′-imidazolidin]-5′-one), C(=O)([O-])[O-].[K+].[K+] (K2CO3), CI (MeI). Solvent: CC#N (CH3CN). Yields the product BrC=1C=C2C(=CC1)OC(CC21N=C(N(C1=O)C)SC)C1=CC=C(C=C1)Cl (6-bromo-2-(4-chlorophenyl)-1′-methyl-2′-(methylthio)spiro[chroman-4,4′-imidazol]-5′(1′H)-one). The yield is 67.2%. As a reaction SMILES: [Br:1][C:2]1[CH:3]=[C:4]2[C:11]3([C:15](=O)[NH:14][C:13](=[S:17])[NH:12]3)[CH2:10][CH:9]([C:18]3[CH:23]=[CH:22][C:21]([Cl:24])=[CH:20][CH:19]=3)[O:8][C:5]2=[CH:6][CH:7]=1.[C:25]([O-:28])([O-])=O.[K+].[K+].[CH3:31]I>CC#N>[Br:1][C:2]1[CH:3]=[C:4]2[C:11]3([C:25](=[O:28])[N:14]([CH3:15])[C:13]([S:17][CH3:31])=[N:12]3)[CH2:10][CH:9]([C:18]3[CH:19]=[CH:20][C:21]([Cl:24])=[CH:22][CH:23]=3)[O:8][C:5]2=[CH:6][CH:7]=1 |f:1.2.3|. Procedure details: To a mixture of 6-bromo-2-(4-chlorophenyl)-2′-thioxospiro[chroman-4,4′-imidazolidin]-5′-one (450 mg, 1.07 mmol) and K2CO3 (588 mg, 4.27 mmol) in CH3CN (10 mL) was added MeI (610 mg, 4.27 mmol). The reaction mixture was refluxed for 2 h. The mixture was filtered, and the filtrate was concentrated to give a residue, which was purified by preparative TLC to give 6-bromo-2-(4-chlorophenyl)-1′-methyl-2′-(methylthio)spiro[chroman-4,4′-imidazol]-5′(1′H)-one (325 mg, 37%). 1H-NMR (CDCl3): 1.89 (m, 1H), ... Reactants: COC(C)(C)C, O=C(O)C(c1c2c(nn1-c1ccc(Cl)cc1)CCC2)C1CCCCC1, O=C(Oc1c(F)c(F)c(F)c(F)c1F)C(F)(F)F, CN(C)C=O, O, c1ccncc1. Product: O=C(Oc1c(F)c(F)c(F)c(F)c1F)C(c1c2c(nn1-c1ccc(Cl)cc1)CCC2)C1CCCCC1. Reaction SMILES: [C:51]([O:52][CH3:53])([CH3:54])([CH3:55])[CH3:56].[Cl:1][c:2]1[cH:3][cH:4][c:5](-[n:8]2[n:9][c:10]3[c:11]([c:12]2[CH:13]([C:14](=[O:15])[OH:16])[CH:17]2[CH2:18][CH2:19][CH2:20][CH2:21][CH2:22]2)[CH2:23][CH2:24][CH2:25]3)[cH:6][cH:7]1.[F:32][C:33]([F:34])([F:35])[C:36]([O:48][c:37]1[c:38]([F:47])[c:39]([F:46])[c:40]([F:45])[c:41]([F:44])[c:42]1[F:43])=[O:49].[O:57]=[CH:58][N:59]([CH3:60])[CH3:61].[OH2:50].[cH:26]1[cH:27][cH:28][n:29][cH:30][cH:31]1>>[Cl:1][c:2]1[cH:3][cH:4][c:5](-[n:8]2[n:9][c:10]3[c:11]([c:12]2[CH:13]([C:14]([O:15][c:37]2[c:38]([F:47])[c:39]([F:46])[c:40]([F:45])[c:41]([F:44])[c:42]2[F:43])=[O:16])[CH:17]2[CH2:18][CH2:19][CH2:20][CH2:21][CH2:22]2)[CH2:23][CH2:24][CH2:25]3)[cH:6][cH:7]1.